The task is: describe an organic reaction: reactants, conditions, products, and yield. This data is from the Open Reaction Database (ORD), a public repository of structured organic reaction records. Starting materials: CC(C)C(NCC(Cc1ccc(F)cc1)NC(=O)OC(C)(C)C)C(=O)NC(Cc1ccc(O)c(C(C)(C)C)c1)c1nccs1, ClCCl, O=C(O)C(F)(F)F. Product: CC(C)C(NCC(N)Cc1ccc(F)cc1)C(=O)NC(Cc1ccc(O)c(C(C)(C)C)c1)c1nccs1. As a reaction SMILES: [C:1]([CH3:2])([CH3:3])([CH3:4])[c:5]1[cH:6][c:7]([CH2:12][CH:13]([c:14]2[s:15][cH:16][cH:17][n:18]2)[NH:19][C:20]([CH:21]([CH:22]([CH3:23])[CH3:24])[NH:25][CH2:26][CH:27]([CH2:28][c:29]2[cH:30][cH:31][c:32]([F:35])[cH:33][cH:34]2)[NH:36][C:37]([O:38][C:39]([CH3:40])([CH3:41])[CH3:42])=[O:43])=[O:44])[cH:8][cH:9][c:10]1[OH:11].[CH2:45]([Cl:46])[Cl:47].[F:48][C:49]([F:50])([F:51])[C:52]([OH:53])=[O:54]>>[C:1]([CH3:2])([CH3:3])([CH3:4])[c:5]1[cH:6][c:7]([CH2:12][CH:13]([c:14]2[s:15][cH:16][cH:17][n:18]2)[NH:19][C:20]([CH:21]([CH:22]([CH3:23])[CH3:24])[NH:25][CH2:26][CH:27]([CH2:28][c:29]2[cH:30][cH:31][c:32]([F:35])[cH:33][cH:34]2)[NH2:36])=[O:44])[cH:8][cH:9][c:10]1[OH:11]. Starting materials: C(#N)C(C(=O)OCC)C (ethyl 2-cyanopropanoate), C(=C)C(=O)C (methyl vinyl ketone), Rh(acac)(CO)(L). The solvent is C1(=CC=CC=C1)C (toluene). Product: O=C(CCC(C(=O)OCC)(C)C#N)C (ethyl 5-oxo-2-cyano-2-methylhexanoate). The yield is 86.2%. RXN SMILES: [C:1]([CH:3]([CH3:9])[C:4]([O:6][CH2:7][CH3:8])=[O:5])#[N:2].[CH:10]([C:12]([CH3:14])=[O:13])=[CH2:11]>C1(C)C=CC=CC=1>[O:13]=[C:12]([CH3:14])[CH2:10][CH2:11][C:3]([C:1]#[N:2])([CH3:9])[C:4]([O:6][CH2:7][CH3:8])=[O:5]. Procedure details: A mixture of 127 mg (1.0 mmol) of ethyl 2-cyanopropanoate, 0.12 ml (1.5 mmol) of methyl vinyl ketone, and 9.4 mg (0.01 mmol) of Rh(acac)(CO)(L) obtained in Example 8 was stirred in 5 ml of toluene at 0° C. for 13 hours. The reaction mixture was concentrated to yield 170 mg (86%) of ethyl 5-oxo-2-cyano-2-methylhexanoate. The product was found to have an optical purity of 73% e.e. as analyzed by high performance liquid chromatography using a Chiralcel OJ column manufactured by Daicel Chemical Indu... Reactants: CN(C)C=O (DMF), C1CCOC1 (THF), C(CCC)[Li] (Butyl lithium), solution, BrC1=NC(=CC=C1)C(C)(C)C (2-bromo-6-tert-butylpyridine), C1CCOC1 (THF). Solvent: CCCCCC (hexane). Reaction conditions: time 30 minute. The product is C(C)(C)(C)OC1=NC(=CC=C1)C=O (2-tert-butoxy-6-pyridine carboxaldehyde). Yield: 93.0%. As a reaction SMILES: [CH2:1]([Li])[CH2:2][CH2:3][CH3:4].BrC1C=CC=C([C:13]([CH3:16])([CH3:15])[CH3:14])N=1.C[N:18]([CH:20]=[O:21])C.C1C[O:25][CH2:24]C1>CCCCCC>[C:13]([O:21][C:20]1[CH:1]=[CH:2][CH:3]=[C:4]([CH:24]=[O:25])[N:18]=1)([CH3:14])([CH3:15])[CH3:16]. Procedure: “Butyl lithium (13.6 ml of a 2.5M solution in hexane) was added to a solution of 2-bromo-6-tert-butylpyridine (4.0 g) in THF (100 ml) at −90° C. This was stirred for 30 minutes then DMF (3 ml) in THF (15 ml) was added quickly. The reaction was allowed to reach room temperature then quenched with a saturated solution of ammonium chloride and extracted with ether. The combined organic extract was washed with brine, dried and concentrated to give 2-tert-butoxy-6-pyridine carboxaldehyde (2.8 g, 93% ... Product: COC(COC1=C2C(=C(C(=NC2=C(C=C1)F)CC)CC1=CC=C(C=C1)N1N=CC(=C1)Cl)OC(F)F)=O ({3-[4-(4-chloropyrazol-1-yl)benzyl]-4-difluoromethoxy-2-ethyl-8-fluoroquinolin-5-yloxy}acetic acid methyl ester). Yield: 97.4%. Run in O (water). Reaction SMILES: [CH3:1][O:2][C:3](=[O:39])[CH2:4][O:5][C:6]1[CH:15]=[CH:14][C:13]([F:16])=[C:12]2[C:7]=1[C:8]([O:35][CH:36]([F:38])[F:37])=[C:9]([CH2:19][C:20]1[CH:25]=[CH:24][C:23](B3OC(C)(C)C(C)(C)O3)=[CH:22][CH:21]=1)[C:10]([CH2:17][CH3:18])=[N:11]2.[Cl:40][C:41]1[CH:42]=[N:43][NH:44][CH:45]=1.N1C=CC=CC=1>O>[CH3:1][O:2][C:3](=[O:39])[CH2:4][O:5][C:6]1[CH:15]=[CH:14][C:13]([F:16])=[C:12]2[C:7]=1[C:8]([O:35][CH:36]([F:38])[F:37])=[C:9]([CH2:19][C:20]1[CH:25]=[CH:24][C:23]([N:43]3[CH:42]=[C:41]([Cl:40])[CH:45]=[N:44]3)=[CH:22][CH:21]=1)[C:10]([CH2:17][CH3:18])=[N:11]2. Reaction conditions: temperature 50 celsius. Reactants: COC(COC1=C2C(=C(C(=NC2=C(C=C1)F)CC)CC1=CC=C(C=C1)B1OC(C(O1)(C)C)(C)C)OC(F)F)=O ({4-difluoromethoxy-2-ethyl-8-fluoro-3-[4-(4,4,5,5-tetramethyl[1,3,2]dioxaborolan-2-yl)benzyl]quinolin-5-yloxy}acetic acid methyl ester), ClC=1C=NNC1 (4-chloro-1H-pyrazole), cuprous acetate, N1=CC=CC=C1 (pyridine). Procedure: A mixture of {4-difluoromethoxy-2-ethyl-8-fluoro-3-[4-(4,4,5,5-tetramethyl[1,3,2]dioxaborolan-2-yl)benzyl]quinolin-5-yloxy}acetic acid methyl ester (0.14 g), 4-chloro-1H-pyrazole (0.053 g), cuprous acetate (0.093 g) and pyridine (3 mL) was heated at 50° C. for 116 hours. The mixture was cooled to room temperature, diluted with water (10 mL) and extracted with ethyl acetate. The combined extracts were washed with saturated aqueous sodium chloride solution, dried over magnesium sulphate and then c... Reactants: O=C(Cl)C(=O)Cl, CC(C)(C)C1CCC(C(=O)O)CC1, ClCCl, CN(C)C=O. Yields the product CC(C)(C)C1CCC(C(=O)Cl)CC1. Reaction SMILES: [C:19]([Cl:20])(=[O:21])[C:23]([Cl:22])=[O:24].[C:1]([CH3:2])([CH3:3])([CH3:4])[CH:5]1[CH2:6][CH2:7][CH:8]([C:11](=[O:12])[OH:13])[CH2:9][CH2:10]1.[Cl:25][CH2:26][Cl:27].[O:14]=[CH:15][N:16]([CH3:17])[CH3:18]>>[C:1]([CH3:2])([CH3:3])([CH3:4])[CH:5]1[CH2:6][CH2:7][CH:8]([C:11](=[O:13])[Cl:22])[CH2:9][CH2:10]1. The reactants are O=C([O-])[O-], CC(C)n1ncnc1-c1cn2c(n1)-c1ccc(B3OCC(C)(C)CO3)cc1OCC2, COCCOC, ClCCl, [Cs+], [Cs+], O=S(=O)(OC1=CCOCC1)C(F)(F)F, O. The product is CC(C)n1ncnc1-c1cn2c(n1)-c1ccc(C3=CCOCC3)cc1OCC2. Reaction SMILES: [C:45](=[O:46])([O-:47])[O-:48].[CH3:15][C:16]1([CH3:17])[CH2:18][O:19][B:20]([c:22]2[cH:23][c:24]3[c:25]([cH:42][cH:43]2)-[c:26]2[n:27][c:28](-[c:34]4[n:35]([CH:39]([CH3:40])[CH3:41])[n:36][cH:37][n:38]4)[cH:29][n:30]2[CH2:31][CH2:32][O:33]3)[O:21][CH2:44]1.[CH3:51][O:52][CH2:53][CH2:54][O:55][CH3:56].[Cl:57][CH2:58][Cl:59].[Cs+:49].[Cs+:50].[O:1]1[CH2:2][CH2:3][C:4]([O:7][S:8]([C:9]([F:10])([F:11])[F:12])(=[O:13])=[O:14])=[CH:5][CH2:6]1.[OH2:60]>>[O:1]1[CH2:2][CH2:3][C:4]([c:22]2[cH:23][c:24]3[c:25]([cH:42][cH:43]2)-[c:26]2[n:27][c:28](-[c:34]4[n:35]([CH:39]([CH3:40])[CH3:41])[n:36][cH:37][n:38]4)[cH:29][n:30]2[CH2:31][CH2:32][O:33]3)=[CH:5][CH2:6]1.